Dataset: the Open Reaction Database (ORD), a public repository of structured organic reaction records. Task: describe an organic reaction: reactants, conditions, products, and yield The reactants are ClC1=CC=C(C=C2C(CCCC2)(O)CN2N=CN=C2)C=C1 (2-(4-chlorobenzylidene)-1-(1,2,4-triazol-1-ylmethyl)cyclohexan-1-ol), ClC1=CC(=CC=C1)C(=O)OO (m-chloroperbenzoic acid), O (water). Run in ClCCl (dichloromethane). Reaction conditions: time 3 hour. The product is ClC1=CC=C(C=C1)C1OC12C(CCCC2)(O)CN2N=CN=C2 (2-(4-chlorophenyl)-4-(1,2,4-triazol-1-ylmethyl)-4-hydroxy-1-oxaspiro[2.5]octane). Yield: 63.3%. RXN SMILES: [Cl:1][C:2]1[CH:21]=[CH:20][C:5]([CH:6]=[C:7]2[CH2:12][CH2:11][CH2:10][CH2:9][C:8]2([CH2:14][N:15]2[CH:19]=[N:18][CH:17]=[N:16]2)[OH:13])=[CH:4][CH:3]=1.ClC1C=CC=C(C(OO)=[O:30])C=1.O>ClCCl>[Cl:1][C:2]1[CH:3]=[CH:4][C:5]([CH:6]2[C:7]3([CH2:12][CH2:11][CH2:10][CH2:9][C:8]3([CH2:14][N:15]3[CH:19]=[N:18][CH:17]=[N:16]3)[OH:13])[O:30]2)=[CH:20][CH:21]=1. Reported procedure: A mixture of 9 g of 2-(4-chlorobenzylidene)-1-(1,2,4-triazol-1-ylmethyl)cyclohexan-1-ol and 14.8 g of m-chloroperbenzoic acid in 50 ml of dichloromethane is stirred for 3 h at room temperature. 200 ml of water are then added and extracted with 3×100 ml of dichloromethane. The organic phase is washed with a potassium carbonate solution. The organic phase is dried over sodium sulphate and evaporated. The residue is crystallised from diisopropyl ether to produce 6 g of white solid (M.p.=150.5° C.) Run in C(Cl)Cl (CH2Cl2), O (water). Reagents/catalysts: CN(C1=CC=NC=C1)C (4-dimethylaminopyridine). As a reaction SMILES: [CH3:1][C:2]1[N:11]2[C:5]([CH:6]([O:16][CH:17]3[CH2:22][CH2:21][N:20]([CH3:23])[CH2:19][CH2:18]3)[C:7]3[CH:15]=[CH:14][CH:13]=[CH:12][C:8]=3[CH2:9][CH2:10]2)=[N:4][C:3]=1[C:24]1[CH:29]=[CH:28][C:27]([NH2:30])=[CH:26][CH:25]=1.[CH2:31]([O:35][C:36](Cl)=[O:37])[CH:32]([CH3:34])[CH3:33].[OH-].[Na+]>C(Cl)Cl.CN(C)C1C=CN=CC=1.O>[CH2:31]([O:35][C:36](=[O:37])[NH:30][C:27]1[CH:28]=[CH:29][C:24]([C:3]2[N:4]=[C:5]3[N:11]([CH2:10][CH2:9][C:8]4[CH:12]=[CH:13][CH:14]=[CH:15][C:7]=4[CH:6]3[O:16][CH:17]3[CH2:18][CH2:19][N:20]([CH3:23])[CH2:21][CH2:22]3)[C:2]=2[CH3:1])=[CH:25][CH:26]=1)[CH:32]([CH3:34])[CH3:33] |f:2.3|. Conditions: temperature 0 celsius, time 2 hour. The product is C(C(C)C)OC(NC1=CC=C(C=C1)C1=C(N2CCC3=C(C(C2=N1)OC1CCN(CC1)C)C=CC=C3)C)=O ({4-[1-methyl-4-(1-methyl-piperidin-4-yloxy)-9,10-dihydro-4H-3,10a-diaza-benzo[f]azulen-2-yl]-phenyl}-carbamic acid isobutyl ester). The reactants are C(C(C)C)OC(=O)Cl (isobutylchloroformate), CC1=C(N=C2C(C3=C(CCN12)C=CC=C3)OC3CCN(CC3)C)C3=CC=C(C=C3)N (4-[1-methyl-4-(1-methylpiperidin-4-yloxy)-9,10-dihydro-4H-3,10a-diaza-benzo[f]azulen-2-yl]-phenylamine), [OH-].[Na+] (NaOH). Procedure details: To a solution of 4-[1-methyl-4-(1-methylpiperidin-4-yloxy)-9,10-dihydro-4H-3,10a-diaza-benzo[f]azulen-2-yl]-phenylamine (example 173) (50 mg, 0.124 mmole) in CH2Cl2 (0.5 mL) is added 4-dimethylaminopyridine (17 mg, 0.136 mmole). The reaction mixture is cooled to 0° C. and isobutylchloroformate (18 μL, 0.136 mmole) is added dropwise. The reaction mixture is stirred at room temperature 2 h, diluted with water and made alkaline with 1N NaOH. The aqueous phase is extracted three times with CH2Cl2. T... Reactants: C1(CC(C(CC1)C(C)C)OC(C)CS(=O)(=O)[O-])C (l-menthyloxyethylmethane sulfonate), ice, C1(CC(C(CC1)C(C)C)OC(C)CS(=O)(=O)[O-])C (l-menthyloxyethylmethane sulfonate), C(CO)O (ethylene glycol), [H-].[Na+] (NaH), C(C)(C)OC(C)C (diisopropyl ether). Solvent: CN(C=O)C (DMF), CN(C=O)C (DMF), CN(C=O)C (dimethyl formamide). Run at temperature 72 celsius. The product is C1(CC(C(CC1)C(C)C)OCCOCCO)C (diethylene glycol monomenthyl ether). The yield is 10997.7%. As a reaction SMILES: [CH2:1]([OH:4])[CH2:2][OH:3].[H-].[Na+].[CH:7]1([CH3:24])[CH2:12][CH2:11][CH:10]([CH:13]([CH3:15])[CH3:14])[CH:9]([O:16][CH:17]([CH2:19]S([O-])(=O)=O)C)[CH2:8]1.C(OC(C)C)(C)C>CN(C)C=O>[CH:7]1([CH3:24])[CH2:12][CH2:11][CH:10]([CH:13]([CH3:14])[CH3:15])[CH:9]([O:16][CH2:17][CH2:19][O:3][CH2:2][CH2:1][OH:4])[CH2:8]1 |f:1.2|. Reported procedure: Under the ice-cooling and stirring conditions, a mixture solution of 50 ml of dimethyl formamide (DMF) and 49.6 g (0.8 mmol) of ethylene glycol was dropwise added to a mixture of 4.4 g (0.11 mol) of 60% NaH and 50 ml of DMF under stirring and then the resulting mixture was stirred at a room temperature for 1 hour. Thereafter the mixture was heated to 70 to 74° C., and 50 ml of DMF solution containing 27.8 g (0.1 mole) of the l-menthyloxyethylmethane sulfonate obtained as described in (2) was dro...